describe an organic reaction: reactants, conditions, products, and yield From a dataset of the Open Reaction Database (ORD), a public repository of structured organic reaction records. Reactants: C(C)(C)(C)[Si](N1C=CC2=C1N=CC=C2C(=O)C2=NC(=C(C=C2N(S(=O)(=O)C2=CC(=C(C=C2)Cl)C(F)(F)F)COC)Cl)C)(C)C (N-{2-[1-(tert-Butyl-dimethyl-silanyl)-1H-pyrrolo[2,3-b]pyridine-4-carbonyl]-5-chloro-6-methyl-pyridin-3-yl}-4-chloro-N-methoxymethyl-3-trifluoromethyl-benzenesulfonamide). Run in Cl (HCl), O1CCOCC1 (dioxane). Conditions: temperature 90 celsius, time 2 hour. Product: ClC1=C(C=C(C=C1)S(=O)(=O)NC=1C(=NC(=C(C1)Cl)C)C(=O)C=1C2=C(N=CC1)NC=C2)C(F)(F)F (4-Chloro-N-[5-chloro-6-methyl-2-(1H-pyrrolo[2,3-b]pyridine-4-carbonyl)-pyridin-3-yl]-3-trifluoromethyl-benzenesulfonamide). RXN SMILES: C([Si](C)(C)[N:6]1[C:10]2[N:11]=[CH:12][CH:13]=[C:14]([C:15]([C:17]3[C:22]([N:23](COC)[S:24]([C:27]4[CH:32]=[CH:31][C:30]([Cl:33])=[C:29]([C:34]([F:37])([F:36])[F:35])[CH:28]=4)(=[O:26])=[O:25])=[CH:21][C:20]([Cl:41])=[C:19]([CH3:42])[N:18]=3)=[O:16])[C:9]=2[CH:8]=[CH:7]1)(C)(C)C>Cl.O1CCOCC1>[Cl:33][C:30]1[CH:31]=[CH:32][C:27]([S:24]([NH:23][C:22]2[C:17]([C:15]([C:14]3[C:9]4[CH:8]=[CH:7][NH:6][C:10]=4[N:11]=[CH:12][CH:13]=3)=[O:16])=[N:18][C:19]([CH3:42])=[C:20]([Cl:41])[CH:21]=2)(=[O:25])=[O:26])=[CH:28][C:29]=1[C:34]([F:37])([F:36])[F:35]. Procedure: A mixture of N-{2-[1-(tert-Butyl-dimethyl-silanyl)-1H-pyrrolo[2,3-b]pyridine-4-carbonyl]-5-chloro-6-methyl-pyridin-3-yl}-4-chloro-N-methoxymethyl-3-trifluoromethyl-benzenesulfonamide (from above step) in 2 ml of 4M HCl and 2 ml of dioxane was stirred at 90° C. for 2 hours. The mixture was concentrated and the residue was diluted with ethyl acetate, this organic layer was washed with saturated sodium bicarbonate and followed by brine and then dried over sodium sulfate. After filtration and concen...